This data is from the Open Reaction Database (ORD), a public repository of structured organic reaction records. The task is: describe an organic reaction: reactants, conditions, products, and yield Reactants: C1CCOC1, CCOCC, Cl, O=C(NCc1ccc(F)cc1)c1ccc(F)cc1, [Na+], [OH-]. The product is Cl, Fc1ccc(CNCc2ccc(F)cc2)cc1. RXN SMILES: [CH2:22]1[O:23][CH2:24][CH2:25][CH2:26]1.[CH3:27][CH2:28][O:29][CH2:30][CH3:31].[ClH:21].[F:1][c:2]1[cH:3][cH:4][c:5]([C:6](=[O:7])[NH:8][CH2:9][c:10]2[cH:11][cH:12][c:13]([F:16])[cH:14][cH:15]2)[cH:17][cH:18]1.[Na+:20].[OH-:19]>>[ClH:21].[F:1][c:2]1[cH:3][cH:4][c:5]([CH2:6][NH:8][CH2:9][c:10]2[cH:11][cH:12][c:13]([F:16])[cH:14][cH:15]2)[cH:17][cH:18]1. Starting materials: N1C(C2(C3=CC=CC=C13)COC=1C2=CC2=C(OCCCO2)C1)=O (3,4-dihydro-2H-spiro[furo[2,3-h][1,5]benzodioxepine-9,3′-indol]-2′(1′H)-one), BrCC1OCCCC1 (2-(bromomethyl)tetrahydro-2H-pyran), N1C(C2(C3=CC=CC=C13)C1=C(OC2)C=C2OCCC2=C1)=O (5,6-dihydrospiro[benzo[1,2-b:5,4-b′]difuran-3,3′-indol]-2′(1′H)-one), Br.BrCC1=NC=CC=C1 (2-(bromomethyl)pyridine hydrobromide). The product is N1=C(C=CC=C1)CN1C(C2(C3=CC=CC=C13)COC=1C2=CC2=C(OCCCO2)C1)=O (1′-(pyridin-2-ylmethyl)-3,4-dihydro-2H-spiro[furo[2,3-h][1,5]benzodioxepine-9,3′-indol]-2′(1′H)-one). As a reaction SMILES: [NH:1]1[C:9]2[C:4](=[CH:5][CH:6]=[CH:7][CH:8]=2)[C:3]2([C:13]3=[CH:14][C:15]4[O:21][CH2:20][CH2:19][CH2:18][O:17][C:16]=4[CH:22]=[C:12]3[O:11][CH2:10]2)[C:2]1=[O:23].[NH:24]1[C:32]2[C:27](=CC=C[CH:31]=2)[C:26]2(COC3C=C4C(=[CH:43][C:33]2=3)CCO4)C1=O.Br.BrCC1C=CC=CN=1.BrCC1CCCCO1>>[N:24]1[CH:43]=[CH:33][CH:26]=[CH:27][C:32]=1[CH2:31][N:1]1[C:9]2[C:4](=[CH:5][CH:6]=[CH:7][CH:8]=2)[C:3]2([C:13]3=[CH:14][C:15]4[O:21][CH2:20][CH2:19][CH2:18][O:17][C:16]=4[CH:22]=[C:12]3[O:11][CH2:10]2)[C:2]1=[O:23] |f:2.3|. Procedure details: Following the procedure as described in EXAMPLE 4 and making non-critical variations using 3,4-dihydro-2H-spiro[furo[2,3-h][1,5]benzodioxepine-9,3′-indol]-2′(1′H)-one to replace 5,6-dihydrospiro[benzo[1,2-b:5,4-b′]difuran-3,3′-indol]-2′(1′H)-one, and 2-(bromomethyl)pyridine hydrobromide to replace 2-(bromomethyl)tetrahydro-2H-pyran, 1′-(pyridin-2-ylmethyl)-3,4-dihydro-2H-spiro[furo[2,3-h][1,5]benzodioxepine-9,3′-indol]-2′(1′H)-one was obtained (90%) as a colorless solid: mp 122-123° C. (diethyl ... The reactants are CC(=O)Cl, ClCCl, CCC(O)C#CCC(=O)OC, c1ccncc1. The product is CCC(C#CCC(=O)OC)OC(C)=O. Reaction SMILES: [CH3:18][C:19]([Cl:20])=[O:21].[Cl:22][CH2:23][Cl:24].[OH:1][CH:2]([C:3]#[C:4][CH2:5][C:6](=[O:7])[O:8][CH3:9])[CH2:10][CH3:11].[cH:12]1[cH:13][cH:14][n:15][cH:16][cH:17]1>>[O:1]([CH:2]([C:3]#[C:4][CH2:5][C:6](=[O:7])[O:8][CH3:9])[CH2:10][CH3:11])[C:19]([CH3:18])=[O:21]. Starting materials: ( 51 ), CC1=C(C=CC=C1S(=O)(=O)C)C1=CC=NC=C1 (4-[2-methyl-3-(methylsulfonyl)phenyl]pyridine), ( 53 ), Cl (hydrochloric acid), ( 51 ). Reagents/catalysts: [Pt]=O (platinum oxide). Solvent: CO (methanol). Product: CC1=C(C=CC=C1S(=O)(=O)C)C1CCNCC1 (4-[2-METHYL-3-(METHYLSULFONYL)PHENYL]-PIPERIDINE). Reaction SMILES: [CH3:1][C:2]1[C:7]([S:8]([CH3:11])(=[O:10])=[O:9])=[CH:6][CH:5]=[CH:4][C:3]=1[C:12]1[CH:17]=[CH:16][N:15]=[CH:14][CH:13]=1.Cl>[Pt]=O.CO>[CH3:1][C:2]1[C:7]([S:8]([CH3:11])(=[O:10])=[O:9])=[CH:6][CH:5]=[CH:4][C:3]=1[CH:12]1[CH2:17][CH2:16][NH:15][CH2:14][CH2:13]1. Procedure: Preparation according to preparation 9: 4-[2-methyl-3-(methylsulfonyl)phenyl]pyridine (0.4 g, 1.6 mmol), methanol (10 ml), platinum oxide (0.10 g), hydrochloric acid (0.1 ml, cone). Yield: 0.41 g. MS m/z (rel. intensity, 70 eV) 247 (M+, 96), 246 (51), 168 (53), 167 (bp), 139 (51). As a reaction SMILES: IC.[F:3][C:4]1[CH:9]=[CH:8][C:7]([C:10]([N:12]2[CH2:17][CH2:16][N:15]3[N:18]=[C:19]([CH2:22][O:23][C:24]4[CH:29]=[CH:28][CH:27]=[CH:26][CH:25]=4)[C:20]([OH:21])=[C:14]3[CH2:13]2)=[O:11])=[CH:6][CH:5]=1.[C:30]([O-])([O-])=O.[Cs+].[Cs+]>CN(C=O)C>[F:3][C:4]1[CH:5]=[CH:6][C:7]([C:10]([N:12]2[CH2:17][CH2:16][N:15]3[N:18]=[C:19]([CH2:22][O:23][C:24]4[CH:25]=[CH:26][CH:27]=[CH:28][CH:29]=4)[C:20]([O:21][CH3:30])=[C:14]3[CH2:13]2)=[O:11])=[CH:8][CH:9]=1 |f:2.3.4|. The yield is 25.2%. The solvent is CN(C)C=O (DMF). Reactants: IC (Iodomethane), FC1=CC=C(C=C1)C(=O)N1CC=2N(CC1)N=C(C2O)COC2=CC=CC=C2 ((4-fluoro-phenyl)-(3-hydroxy-2-phenoxymethyl-6,7-dihydro-4H-pyrazolo[1,5-a]pyrazin-5-yl)-methanone), C(=O)([O-])[O-].[Cs+].[Cs+] (Cs2CO3). Run at time 45 minute. Reported procedure: Iodomethane (0.005 mL, 0.08 mmol) was added to a stirred suspension of (4-fluoro-phenyl)-(3-hydroxy-2-phenoxymethyl-6,7-dihydro-4H-pyrazolo[1,5-a]pyrazin-5-yl)-methanone (19 mg, 0.052 mmol) and Cs2CO3 (0.034 g, 0.1 mmol) in DMF (0.5 mL). The mixture was stirred at room temperature for 45 minutes and the solvent was evaporated in vacuo. The crude product was purified by flash column chromatography (silica; AcOEt in DCM 0/100 to 100/0). The desired fractions were collected and the solvents evapora... The product is FC1=CC=C(C=C1)C(=O)N1CC=2N(CC1)N=C(C2OC)COC2=CC=CC=C2 ((4-fluoro-phenyl)-(3-methoxy-2-phenoxymethyl-6,7-dihydro-4H-pyrazolo[1,5-a]pyrazin-5-yl)-methanone). Reactants: [H-].[Al+3].[Li+].[H-].[H-].[H-] (lithium aluminum hydride), O (water), CC1=C(N=C(O1)C1=CC=CC=C1)CC(=O)OC (methyl 5-methyl-2-phenyl-4-oxazoleacetate), C(C)(=O)OCC (Ethyl acetate). Solvent: C(C)OCC (ethyl ether), C(C)OCC (ethyl ether). Yields the product CC1=C(N=C(O1)C1=CC=CC=C1)CCO (2-(5-methyl-2-phenyl-4-oxazolyl) ethanol). The yield is 96.5%. RXN SMILES: [CH3:1][C:2]1[O:6][C:5]([C:7]2[CH:12]=[CH:11][CH:10]=[CH:9][CH:8]=2)=[N:4][C:3]=1[CH2:13][C:14](OC)=[O:15].[H-].[Al+3].[Li+].[H-].[H-].[H-].C(OCC)(=O)C.O>C(OCC)C>[CH3:1][C:2]1[O:6][C:5]([C:7]2[CH:12]=[CH:11][CH:10]=[CH:9][CH:8]=2)=[N:4][C:3]=1[CH2:13][CH2:14][OH:15] |f:1.2.3.4.5.6|. Reported procedure: A solution of methyl 5-methyl-2-phenyl-4-oxazoleacetate (54 g) in dry ethyl ether (150 ml) was added dropwise to a stirred, ice-cooled suspension of lithium aluminum hydride (8.8 g) in dry ethyl ether (700 ml) during 1.5 hours. Ethyl acetate (20 ml) was added dropwise thereto with ice-cooling and then water (50 ml) was added cautiously thereto. The resulting white precipitate was filtered off and the filtrate was concentrated to give 2-(5-methyl-2-phenyl-4-oxazolyl) ethanol as crystals (45.8 g, ... The reactants are [F-].C(CCC)[N+](CCCC)(CCCC)CCCC (Tetrabutylammonium fluoride), C1CCOC1 (THF), [Si](C)(C)(C(C)(C)C)OCC=1C(=C(OC1)C(=O)OC)C1=CC=CC=C1 (methyl 4-(tert-butyldimethylsilyloxymethyl)-3-phenyl-2-furancarboxylate), C(Cl)(Cl)Cl (Chloroform). The solvent is O (water). Run at time 0.5 hour. Yields the product →, OCC=1C(=C(OC1)C(=O)OC)C1=CC=CC=C1 (methyl 4-hydroxymethyl-3-phenyl-2-furancarboxylate). Isolated yield 67.8%. RXN SMILES: [F-].C([N+](CCCC)(CCCC)CCCC)CCC.C1COCC1.[Si]([O:31][CH2:32][C:33]1[C:34]([C:42]2[CH:47]=[CH:46][CH:45]=[CH:44][CH:43]=2)=[C:35]([C:38]([O:40][CH3:41])=[O:39])[O:36][CH:37]=1)(C(C)(C)C)(C)C.C(Cl)(Cl)Cl>O>[OH:31][CH2:32][C:33]1[C:34]([C:42]2[CH:47]=[CH:46][CH:45]=[CH:44][CH:43]=2)=[C:35]([C:38]([O:40][CH3:41])=[O:39])[O:36][CH:37]=1 |f:0.1|. Procedure: Tetrabutylammonium fluoride (1 M THF solution: 7.62 ml) was added at 25° C. to a THF (10 ml) solution of methyl 4-(tert-butyldimethylsilyloxymethyl)-3-phenyl-2-furancarboxylate (2.20 g), and stirred for 0.5 hours. Chloroform and water were added to the reaction solution, the organic layer was dried over MgSO4, and the solvent was evaporated under reduced pressure. The residue was purified by silica gel column chromatography (eluent: 0%→30% ethyl acetate/hexane gradient, thereby giving 1.00 g of ... Starting materials: C(C)(C)(C)N=CC (Acetaldehyde t-butylimine), O=C1CCC(CC1)C(=O)OC (methyl 4-oxocyclohexanecarboxylate), C(C)(C)[N-]C(C)C.[Li+] (lithium diisopropylamide), P(=O)(OCC)(OCC)Cl (diethyl chlorophosphate). The product is O=CC=C1CCC(CC1)C(=O)OC (methyl 4-(oxoethylidene)cyclohexanecarboxylate). RXN SMILES: C(N=CC)(C)(C)C.C([N-]C(C)C)(C)C.[Li+].P(Cl)(OCC)([O:18][CH2:19][CH3:20])=O.O=[C:26]1[CH2:31][CH2:30][CH:29]([C:32]([O:34][CH3:35])=[O:33])[CH2:28][CH2:27]1>>[O:18]=[CH:19][CH:20]=[C:26]1[CH2:31][CH2:30][CH:29]([C:32]([O:34][CH3:35])=[O:33])[CH2:28][CH2:27]1 |f:1.2|. Procedure details: The epoxides used as the starting materials in the general process described above can be obtained from available starting materials using an appropriate series of reactions. Thus, methyl 4-hydroxybenzoate is hydrogenated using 5% rhodium on alumina as catalyst to give methyl 4-hydroxycyclohexanecarboxylate. This is then oxidized with pyridinium chlorochromate resulting in methyl 4-oxocyclohexanecarboxylate. The 2-carbon homologation of methyl 4-oxocyclohexanecarboxylate to give methyl 4-(oxoeth... The reactants are Cc1cccc(Nc2ccccc2)c1C, O=Cc1cccc([N+](=O)[O-])c1. The product is Cc1cccc(NCc2cccc([N+](=O)[O-])c2)c1C. RXN SMILES: [CH3:12][c:13]1[c:14]([NH:20][c:21]2[cH:22][cH:23][cH:24][cH:25][cH:26]2)[cH:15][cH:16][cH:17][c:18]1[CH3:19].[N+:1](=[O:2])([O-:3])[c:4]1[cH:5][c:6]([CH:7]=[O:8])[cH:9][cH:10][cH:11]1>>[N+:1](=[O:2])([O-:3])[c:4]1[cH:5][c:6]([CH2:7][NH:20][c:14]2[c:13]([CH3:12])[c:18]([CH3:19])[cH:17][cH:16][cH:15]2)[cH:9][cH:10][cH:11]1. Reactants: CCN, CCn1c(=S)[nH]c(=S)c2[nH]c(C3CC3)nc21, O. Product: CCNc1nc(=S)n(CC)c2nc(C3CC3)[nH]c12. RXN SMILES: [CH3:17][CH2:18][NH2:19].[CH:1]1([c:4]2[n:5][c:6]3[n:7]([CH2:15][CH3:16])[c:8](=[S:14])[nH:9][c:10](=[S:13])[c:11]3[nH:12]2)[CH2:2][CH2:3]1.[OH2:20]>>[CH:1]1([c:4]2[n:5][c:6]3[n:7]([CH2:15][CH3:16])[c:8](=[S:14])[n:9][c:10]([NH:19][CH2:18][CH3:17])[c:11]3[nH:12]2)[CH2:2][CH2:3]1.